From a dataset of the Open Reaction Database (ORD), a public repository of structured organic reaction records. describe an organic reaction: reactants, conditions, products, and yield Reactants: O=C([O-])[O-], CCOC(=O)c1[nH]c2ccc(OCc3ccccc3)cc2c1Br, CN(C)C=O, COc1cccc(CBr)c1, [K+], [K+], O. RXN SMILES: [C:1](=[O:2])([O-:3])[O-:4].[CH2:17]([c:18]1[cH:19][cH:20][cH:21][cH:22][cH:23]1)[O:24][c:25]1[cH:26][c:27]2[c:28]([Br:39])[c:29]([C:34](=[O:35])[O:36][CH2:37][CH3:38])[nH:30][c:31]2[cH:32][cH:33]1.[CH3:40][N:41]([CH3:42])[CH:43]=[O:44].[CH3:7][O:8][c:9]1[cH:10][c:11]([CH2:12][Br:13])[cH:14][cH:15][cH:16]1.[K+:5].[K+:6].[OH2:45]>>[CH3:7][O:8][c:9]1[cH:10][c:11]([CH2:12][n:30]2[c:29]([C:34](=[O:35])[O:36][CH2:37][CH3:38])[c:28]([Br:39])[c:27]3[cH:26][c:25]([O:24][CH2:17][c:18]4[cH:19][cH:20][cH:21][cH:22][cH:23]4)[cH:33][cH:32][c:31]32)[cH:14][cH:15][cH:16]1. The product is CCOC(=O)c1c(Br)c2cc(OCc3ccccc3)ccc2n1Cc1cccc(OC)c1. The reactants are C1CCNCC1, CCO, O=c1cc[nH]c(=O)n1[N+](=O)[O-]. Product: C=Cc1c[nH]c(=O)n([N+](=O)[O-])c1=O. RXN SMILES: [CH2:12]1[CH2:13][CH2:17][NH:16][CH2:15][CH2:14]1.[CH3:18][CH2:19][OH:20].[N+:1](=[O:2])([O-:3])[n:4]1[c:5](=[O:11])[nH:6][cH:7][cH:8][c:9]1=[O:10]>>[N+:1](=[O:2])([O-:3])[n:4]1[c:5](=[O:11])[nH:6][cH:7][c:8]([CH:12]=[CH2:13])[c:9]1=[O:10].